From a dataset of the Open Reaction Database (ORD), a public repository of structured organic reaction records. describe an organic reaction: reactants, conditions, products, and yield The reactants are [NH+]1=CC=CC=C1.C1(=CC=C(C=C1)S(=O)(=O)[O-])C (Pyridinium 4-toluenesulfonate), OC1CCC(CC1)C(=O)OCC (ethyl 4-hydroxycyclohexanecarboxylate), O1CCCC=C1 (3,4-dihydro-2H-pyran). Solvent: C(Cl)Cl (DCM). Run at time 16 hour. Yields the product O1C(CCCC1)OC1CCC(CC1)C(=O)OCC (Ethyl 4-(tetrahydro-2H-pyran-2-yloxy)cyclohexanecarboxylate). Isolated yield 84.7%. Reaction SMILES: [NH+]1C=CC=CC=1.C1(C)C=CC(S([O-])(=O)=O)=CC=1.[OH:18][CH:19]1[CH2:24][CH2:23][CH:22]([C:25]([O:27][CH2:28][CH3:29])=[O:26])[CH2:21][CH2:20]1.[O:30]1[CH:35]=[CH:34][CH2:33][CH2:32][CH2:31]1>C(Cl)Cl>[O:30]1[CH2:35][CH2:34][CH2:33][CH2:32][CH:31]1[O:18][CH:19]1[CH2:20][CH2:21][CH:22]([C:25]([O:27][CH2:28][CH3:29])=[O:26])[CH2:23][CH2:24]1 |f:0.1|. Reported procedure: Pyridinium-4-toluenesulfonate (2.57 g, 10.2 mmol) was added to a solution of ethyl 4-hydroxycyclohexanecarboxylate (8.8 g, 51.10 mmol) and 3,4-dihydro-2H-pyran (8.60 g, 102 mmol) in DCM (200 mL) and the reaction was stirred at rt for 16 h. The reaction was quenched with saturated aq NaHCO3. The layers were separated and the organic layer was washed with water. The organic layer was dried (Na2SO4), filtered, and concentrated. Purification via flash chromatography on a 200 g silica column using an... Starting materials: ClCCC(C)(O)C1=CC=C(C=C1)C1=CC=C(C=C1)[N+](=O)[O-] (1-chloro-3-(4'-nitro-4-biphenylyl)-butan-3-ol), F (hydrofluoric acid), N(=O)[O-].[Na+] (NaNO2), B(O)(O)O (boric acid). The solvent is O (water). The product is ClCCC(C)(O)C1=CC=C(C=C1)C1=CC=C(C=C1)F (1-chloro-3-(4'-fluoro-4-biphenylyl)-butan-3-ol). As a reaction SMILES: [Cl:1][CH2:2][CH2:3][C:4]([C:7]1[CH:12]=[CH:11][C:10]([C:13]2[CH:18]=[CH:17][C:16]([N+]([O-])=O)=[CH:15][CH:14]=2)=[CH:9][CH:8]=1)([OH:6])[CH3:5].N([O-])=O.[Na+].B(O)(O)O.[FH:30]>O>[Cl:1][CH2:2][CH2:3][C:4]([C:7]1[CH:12]=[CH:11][C:10]([C:13]2[CH:18]=[CH:17][C:16]([F:30])=[CH:15][CH:14]=2)=[CH:9][CH:8]=1)([OH:6])[CH3:5] |f:1.2|. Reported procedure: 3 ml. of concentrated hydrochloric acid are added, at 0°, to 2.78 g. of 1-chloro-3-(4'-amino-4-biphenylyl)-butan-3-ol [which can be obtained by nitrating 1-chloro-3-(4-biphenylyl)-butan- 3-ol and reducing the resulting 1-chloro-3-(4'-nitro-4-biphenylyl)-butan-3-ol] and a solution of 1.4 g. of NaNO2 in 6 ml. of water is then added at 0°, while stirring. After adding a solution of 0.7 g. of boric acid in 1.5 g. of 60% hydrofluoric acid, the mixture is stirred for 40 minutes and filtered and the pr... The reactants are CNC([C@@H](N)CC1=CC=C(C=C1)OC)=O (O-methyl-L-tyrosine N-methylamide), CC(CC(C(=O)O)=CC)C (2-(2-methylpropyl)-but-2-enoic acid), CN1CCOCC1 (N-methyl morpholine), C(C(=O)Cl)(=O)Cl (oxalyl chloride). The solvent is ClCCl (dichloromethane), ClCCl (dichloromethane), ClCCl (dichloromethane). The product is CNC([C@@H](NC(C(=CC)CC(C)C)=O)CC1=CC=C(C=C1)OC)=O (N-[2-(2-methylpropyl)-but-2-enoyl]-O-methyl-L-tyrosine-N-methylamide). The yield is 99.5%. RXN SMILES: [CH3:1][CH:2]([CH3:10])[CH2:3][C:4](=[CH:8][CH3:9])[C:5]([OH:7])=O.CN1CCOCC1.C(Cl)(=O)C(Cl)=O.[CH3:24][NH:25][C:26](=[O:38])[C@H:27]([CH2:29][C:30]1[CH:35]=[CH:34][C:33]([O:36][CH3:37])=[CH:32][CH:31]=1)[NH2:28]>ClCCl>[CH3:24][NH:25][C:26](=[O:38])[C@H:27]([CH2:29][C:30]1[CH:31]=[CH:32][C:33]([O:36][CH3:37])=[CH:34][CH:35]=1)[NH:28][C:5](=[O:7])[C:4]([CH2:3][CH:2]([CH3:1])[CH3:10])=[CH:8][CH3:9]. Procedure details: 2-(2-methylpropyl)-but-2-enoic acid (37 g, 0.261M) prepared as described in Example 1 in dry dichloromethane (200 ml) and N-methyl morpholine (65 ml) was treated at -5° C. with oxalyl chloride (33.2 g, 0.261M) over 30 minutes. The mixture was heated under reflux for 10 minutes, then re-cooled to ca -60° C. and O-methyl-L-tyrosine N-methylamide (51 g, 0.245M) in dry dichloromethane (100 ml) added over 30 minutes. The mixture was left to warm up to room temperature over ca 1 hour, diluted with mor... Reactants: Cc1ccc(C)c(C#N)n1, CC(=O)OC(C)=O, [Na+], O=C([O-])O, O, O=S(=O)(O)O. Product: Cc1ccc(CO)nc1C#N. RXN SMILES: [CH3:1][c:2]1[c:3]([C:9]#[N:10])[n:4][c:5]([CH3:8])[cH:6][cH:7]1.[CH3:22][C:23]([O:24][C:25](=[O:26])[CH3:27])=[O:28].[Na+:21].[O-:17][C:18]([OH:19])=[O:20].[OH2:16].[S:11]([OH:12])(=[O:13])(=[O:14])[OH:15]>>[CH3:1][c:2]1[c:3]([C:9]#[N:10])[n:4][c:5]([CH2:8][OH:12])[cH:6][cH:7]1. Reported procedure: A solution of the title C compound, (S)-2-acetylamino-N-((S)-2-{4-[5-(4-methoxy-benzyl)-1,1,4-trioxo-1,2,5-thiadiazolidin-2-yl]-phenyl}-1-pentylcarbamoyl-ethyl)-3-phenyl-propionamide (49 mg, 0.07 mmol) in TFA (1.4 mL) containing t-butyldimethylsilane (0.035 mL, 0.21 mmol) is heated at 80° C. for 1 h. The reaction is concentrated under nitrogen stream to give an oil which is taken up in 60% MeCN in water. Water (1 mL) is added, and the mixture filtered through a 0.1 micron Acrodisc filter. The re... Reaction conditions: temperature 80 celsius, time 7 minute. The product is C(C)(=O)N[C@H](C(=O)N[C@@H](CC1=CC=C(C=C1)N1S(NC(C1)=O)(=O)=O)C(NCCCCC)=O)CC1=CC=CC=C1 ((S)-2-acetylamino-N-((S)-1-pentylcarbamoyl-2-[4-(1,1,4-trioxo-1,2,5-thiadiazolidin-2-yl)-phenyl]-ethyl)-3-phenyl-propionamide). Reaction SMILES: [C:1]([NH:4][C@@H:5]([CH2:42][C:43]1[CH:48]=[CH:47][CH:46]=[CH:45][CH:44]=1)[C:6]([NH:8][C@H:9]([C:34](=[O:41])[NH:35][CH2:36][CH2:37][CH2:38][CH2:39][CH3:40])[CH2:10][C:11]1[CH:16]=[CH:15][C:14]([N:17]2[CH2:21][C:20](=[O:22])[N:19](CC3C=CC(OC)=CC=3)[S:18]2(=[O:33])=[O:32])=[CH:13][CH:12]=1)=[O:7])(=[O:3])[CH3:2].C([SiH](C)C)(C)(C)C>C(O)(C(F)(F)F)=O.CC#N.O>[C:1]([NH:4][C@@H:5]([CH2:42][C:43]1[CH:48]=[CH:47][CH:46]=[CH:45][CH:44]=1)[C:6]([NH:8][C@H:9]([C:34](=[O:41])[NH:35][CH2:36][CH2:37][CH2:38][CH2:39][CH3:40])[CH2:10][C:11]1[CH:12]=[CH:13][C:14]([N:17]2[CH2:21][C:20](=[O:22])[NH:19][S:18]2(=[O:33])=[O:32])=[CH:15][CH:16]=1)=[O:7])(=[O:3])[CH3:2]. Starting materials: C(C)(=O)N[C@H](C(=O)N[C@@H](CC1=CC=C(C=C1)N1S(N(C(C1)=O)CC1=CC=C(C=C1)OC)(=O)=O)C(NCCCCC)=O)CC1=CC=CC=C1 ((S)-2-acetylamino-N-((S)-2-{4-[5-(4-methoxy-benzyl)-1,1,4-trioxo-1,2,5-thiadiazolidin-2-yl]-phenyl}-1-pentylcarbamoyl-ethyl)-3-phenyl-propionamide), C(C)(C)(C)[SiH](C)C (t-butyldimethylsilane). Run in O (Water), CC#N (MeCN), O (water), C(=O)(C(F)(F)F)O (TFA). Reactants: CCOC(=O)C(F)(F)Br, CCOCC, [H-], [Na+], Oc1cccnc1. Yields the product CCOC(=O)C(F)(F)Oc1cccnc1. Reaction SMILES: [CH2:10]([CH3:11])[O:12][C:13]([C:14]([F:15])([F:16])[Br:17])=[O:18].[CH2:19]([O:20][CH2:21][CH3:22])[CH3:23].[H-:2].[Na+:1].[n:3]1[cH:4][c:5]([OH:9])[cH:6][cH:7][cH:8]1>>[n:3]1[cH:4][c:5]([O:9][C:14]([C:13]([O:12][CH2:10][CH3:11])=[O:18])([F:15])[F:16])[cH:6][cH:7][cH:8]1. The reactants are C(C)(C)OC1=NC(=CC2=CC(=CC=C12)C(=O)O)NC1=NNC(=C1)C (1-Isopropoxy-3-(5-methyl-1H-pyrazol-3-ylamino)-isoquinoline-6-carboxylic acid), CC1NC(CNC1)C (2,6-Dimethyl-piperazine). Product: CC1CN(CC(N1)C)C(=O)C=1C=C2C=C(N=C(C2=CC1)OC(C)C)NC1=NNC(=C1)C ((3,5-Dimethyl-piperazin-1-yl)-[1-isopropoxy-3-(5-methyl-1H-pyrazol-3-ylamino)-isoquinolin-6-yl]-methanone). Reaction SMILES: [CH:1]([O:4][C:5]1[C:14]2[C:9](=[CH:10][C:11]([C:15]([OH:17])=O)=[CH:12][CH:13]=2)[CH:8]=[C:7]([NH:18][C:19]2[CH:23]=[C:22]([CH3:24])[NH:21][N:20]=2)[N:6]=1)([CH3:3])[CH3:2].[CH3:25][CH:26]1[CH2:31][NH:30][CH2:29][CH:28]([CH3:32])[NH:27]1>>[CH3:25][CH:26]1[NH:27][CH:28]([CH3:32])[CH2:29][N:30]([C:15]([C:11]2[CH:10]=[C:9]3[C:14](=[CH:13][CH:12]=2)[C:5]([O:4][CH:1]([CH3:2])[CH3:3])=[N:6][C:7]([NH:18][C:19]2[CH:23]=[C:22]([CH3:24])[NH:21][N:20]=2)=[CH:8]3)=[O:17])[CH2:31]1. Procedure details: Similar procedure as described in example 384 was used, starting from 1-Isopropoxy-3-(5-methyl-1H-pyrazol-3-ylamino)-isoquinoline-6-carboxylic acid and 2,6-Dimethyl-piperazine to give (3,5-Dimethyl-piperazin-1-yl)-[1-isopropoxy-3-(5-methyl-1H-pyrazol-3-ylamino)-isoquinolin-6-yl]-methanone. LC-MS: m/e 423 (MH+).